This data is from the Open Reaction Database (ORD), a public repository of structured organic reaction records. The task is: describe an organic reaction: reactants, conditions, products, and yield Reactants: C(C)(C)(C)OC(COCCCCOC1OCCCC1)=O (2-[4-(2-tetrahydropyranyloxy)butyloxy]acetic acid tert-butyl ester), O.C1(=CC=C(C=C1)S(=O)(=O)O)C (p-toluenesulfonic acid monohydrate), C(O)([O-])=O.[Na+] (sodium hydrogen carbonate). Solvent: CO (methanol). Reaction conditions: time 30 minute. Product: C(C)(C)(C)OC(COCCCCO)=O (2-(4-hydroxybutyloxy)acetic Acid Tert-Butyl Ester). Yield: 66.4%. Reaction SMILES: [C:1]([O:5][C:6](=[O:20])[CH2:7][O:8][CH2:9][CH2:10][CH2:11][CH2:12][O:13]C1CCCCO1)([CH3:4])([CH3:3])[CH3:2].O.C1(C)C=CC(S(O)(=O)=O)=CC=1.C(=O)([O-])O.[Na+]>CO>[C:1]([O:5][C:6](=[O:20])[CH2:7][O:8][CH2:9][CH2:10][CH2:11][CH2:12][OH:13])([CH3:4])([CH3:2])[CH3:3] |f:1.2,3.4|. Procedure details: To a solution of 36.21 g of 2-[4-(2-tetrahydropyranyloxy)butyloxy]acetic acid tert-butyl ester in 360 ml of methanol, 47.77 g of p-toluenesulfonic acid monohydrate was added. After stirring at room temperature for 30 minutes, the reaction solution was neutralized with an aqueous sodium hydrogen carbonate solution and the solvent was evaporated under reduced pressure. The residue was diluted with water, extracted with diethyl ether, washed with water and dried over anhydrous magnesium sulfate, an...